Task: describe an organic reaction: reactants, conditions, products, and yield. Dataset: the Open Reaction Database (ORD), a public repository of structured organic reaction records Starting materials: CC(CCNN1C(=CC=C1)C(=O)O)C (1-(3-methyl-butylamino)-1H-pyrrole-2-carboxylic acid), C([O-])([O-])=O.[K+].[K+] (potassium carbonate), C(C)(=O)OCC (Ethyl acetate), C(=O)(Cl)Cl (phosgene). Run in O (water). Reaction conditions: temperature 0 celsius, time 16 hour. Yields the product CC(CCN1N2C=CC=C2C(OC1=O)=O)C (4-(3-methyl-butyl)-6-oxa-3a,4-diaza-indene-5,7-dione). Isolated yield 56.7%. As a reaction SMILES: [CH3:1][CH:2]([CH3:14])[CH2:3][CH2:4][NH:5][N:6]1[CH:10]=[CH:9][CH:8]=[C:7]1[C:11]([OH:13])=[O:12].[C:15](=O)([O-])[O-:16].[K+].[K+].C(Cl)(Cl)=O.C(OCC)(=O)C>O>[CH3:1][CH:2]([CH3:14])[CH2:3][CH2:4][N:5]1[C:15](=[O:16])[O:12][C:11](=[O:13])[C:7]2[N:6]1[CH:10]=[CH:9][CH:8]=2 |f:1.2.3|. Procedure: To a solution of 1-(3-methyl-butylamino)-1H-pyrrole-2-carboxylic acid (Example 1d, 0.25 g, 1.27 mmol) in water (2 mL) was added potassium carbonate (0.175 g, 1.27 mmol). The reaction mixture was cooled to 0° C. and phosgene (20% solution in toluene) (0.95 mL, 1.91 mmol) was slowly added dropwise. The resulting yellow solution was stirred for 16 h. Ethyl acetate (4 mL) was added and the layers were separated. The aqueous layer was extracted with ethyl acetate (3×5 mL). The combined organic layers... The reactants are CC(C)Cc1ccc(CCl)cc1, CS(C)=O, N#C[Na], O. Yields the product CC(C)Cc1ccc(CC#N)cc1. As a reaction SMILES: [CH2:1]([CH:2]([CH3:3])[CH3:4])[c:5]1[cH:6][cH:7][c:8]([CH2:9][Cl:10])[cH:11][cH:12]1.[CH3:16][S:17]([CH3:18])=[O:19].[Na:13][C:14]#[N:15].[OH2:20]>>[CH2:1]([CH:2]([CH3:3])[CH3:4])[c:5]1[cH:6][cH:7][c:8]([CH2:9][C:14]#[N:15])[cH:11][cH:12]1. The reactants are BrC=1SC=C(C1C(=O)OC)C (methyl 2-bromo-methylthien-3-yl-carboxylate), C1CCOC1 (THF), C(CCC)C=1N(C(=C(N1)Cl)CO)CC1=CC(=C(C=C1)C1=CC=CC=C1)C(=O)OC (2-butyl-4-chloro-5-hydroxymethyl-1-[(2-methoxycarbonyl-1,1'-biphenyl-4-yl)methyl]-1H-imidazole), [H-].[Na+] (NaH), C1CCOC1 (THF), C1CCOC1 (THF). Run at temperature 60 celsius, time 1 hour. Product: C(CCC)C=1N(C(=C(N1)Cl)COCC=1SC=CC1C(=O)OC)CC1=CC(=C(C=C1)C1=CC=CC=C1)C(=O)OC (2-butyl-4-chloro-1-[(2-methoxycarbonyl-1,1'-biphenyl-4-yl)methyl]-5-[(3-methoxycarbonylthien-2-yl)methoxymethyl]-1H-imidazole). Isolated yield 62.0%. RXN SMILES: [H-].[Na+].[CH2:3]([C:7]1[N:8]([CH2:15][C:16]2[CH:21]=[CH:20][C:19]([C:22]3[CH:27]=[CH:26][CH:25]=[CH:24][CH:23]=3)=[C:18]([C:28]([O:30][CH3:31])=[O:29])[CH:17]=2)[C:9]([CH2:13][OH:14])=[C:10]([Cl:12])[N:11]=1)[CH2:4][CH2:5][CH3:6].Br[C:33]1[S:34][CH:35]=[C:36](C)[C:37]=1[C:38]([O:40][CH3:41])=[O:39].[CH2:43]1COCC1>>[CH2:3]([C:7]1[N:8]([CH2:15][C:16]2[CH:21]=[CH:20][C:19]([C:22]3[CH:27]=[CH:26][CH:25]=[CH:24][CH:23]=3)=[C:18]([C:28]([O:30][CH3:31])=[O:29])[CH:17]=2)[C:9]([CH2:13][O:14][CH2:43][C:33]2[S:34][CH:35]=[CH:36][C:37]=2[C:38]([O:40][CH3:41])=[O:39])=[C:10]([Cl:12])[N:11]=1)[CH2:4][CH2:5][CH3:6] |f:0.1|. Reported procedure: A suspension of 145 mg of 80% NaH in anhydrous THF heated to 60° C. is added with 1 g of 2-butyl-4-chloro-5-hydroxymethyl-1-[(2-methoxycarbonyl-1,1'-biphenyl-4-yl)methyl]-1H-imidazole dissolved in 8 ml of THF. The resulting solution is stirred at 60° C. for 1 h, cooled to 25° C. and 0.7 g of methyl 2-bromo-methylthien-3-yl-carboxylate are added dissolved in THF. After 1 hour the mixture is filtered and the solvent is evaporated off under reduced pressure. The crude product is purified by F.C. (e... The product is CCOCCn1c(NC2CCN(CCC3(c4ccccc4)CCN(C(C)c4ccccc4)C3)CC2)nc2ccccc21. Reactants: Cc1ccc(O)c(OCBr)c1, [BH3-]C#N, CCOCCn1c(NC2CCN(CCC3(c4ccccc4)CCNC3)CC2)nc2ccccc21, CC(=O)c1ccccc1, CO, CCOC(C)=O, Cl, Cl, [Na+]. As a reaction SMILES: [Br:45][CH2:46][O:47][c:48]1[c:49]([OH:50])[cH:51][cH:52][c:53]([CH3:54])[cH:55]1.[C:56]([BH3-:57])#[N:58].[CH2:11]([CH3:12])[O:13][CH2:14][CH2:15][n:16]1[c:17]([NH:25][CH:26]2[CH2:27][CH2:28][N:29]([CH2:32][CH2:33][C:34]3([c:39]4[cH:40][cH:41][cH:42][cH:43][cH:44]4)[CH2:35][NH:36][CH2:37][CH2:38]3)[CH2:30][CH2:31]2)[n:18][c:19]2[c:20]1[cH:21][cH:22][cH:23][cH:24]2.[CH3:1][C:2](=[O:3])[c:4]1[cH:5][cH:6][cH:7][cH:8][cH:9]1.[CH3:61][OH:62].[CH3:63][CH2:64][O:65][C:66](=[O:67])[CH3:68].[ClH:10].[ClH:60].[Na+:59]>>[CH3:1][CH:2]([c:4]1[cH:5][cH:6][cH:7][cH:8][cH:9]1)[N:36]1[CH2:35][C:34]([CH2:33][CH2:32][N:29]2[CH2:28][CH2:27][CH:26]([NH:25][c:17]3[n:16]([CH2:15][CH2:14][O:13][CH2:11][CH3:12])[c:20]4[c:19]([n:18]3)[cH:24][cH:23][cH:22][cH:21]4)[CH2:31][CH2:30]2)([c:39]2[cH:40][cH:41][cH:42][cH:43][cH:44]2)[CH2:38][CH2:37]1. Starting materials: C1=C(C=CC2=CC=CC=C12)C(CC)=O (1-(2-naphthyl)-1-propanone), Cl.NO (hydroxylamine hydrochloride). The solvent is N1=CC=CC=C1 (pyridine). The product is C1=C(C=CC2=CC=CC=C12)C(CC)=NO (1-(2-naphthyl)-1-propanone oxime). Yield: 89.7%. As a reaction SMILES: [CH:1]1[C:10]2[C:5](=[CH:6][CH:7]=[CH:8][CH:9]=2)[CH:4]=[CH:3][C:2]=1[C:11](=O)[CH2:12][CH3:13].Cl.[NH2:16][OH:17]>N1C=CC=CC=1>[CH:1]1[C:10]2[C:5](=[CH:6][CH:7]=[CH:8][CH:9]=2)[CH:4]=[CH:3][C:2]=1[C:11](=[N:16][OH:17])[CH2:12][CH3:13] |f:1.2|. Reported procedure: A mixture of 2.1 g (11.41 mmol) of 1-(2-naphthyl)-1-propanone and 2.1 g (30.22 mmol) of hydroxylamine hydrochloride was heated under reflux in 30 ml of pyridine for 1 hour. The solution was evaporated to dryness and the residue was partitioned between water and diethyl ether. The organic layer was washed twice with 2M hydrochloric acid, dried over magnesium sulphate, filtered and evaporated to dryness to give 2.04 g of 1-(2-naphthyl)-1-propanone oxime as a pink solid, 1H NMR (400 MHz, CDCL3) δ: ... The reactants are CN(C1(CC=C(CC1)C=1NC2=CC=CC=C2C1CCCCO)C1=CC=CC=C1)C ((±)-4-[2-(4-Dimethylamino-4-phenylcyclohex-1-enyl)-1H-indol-3-yl]butan-1-ol), Sn. Run in Br (HBr), CCO (EtOH). Run at time 16 hour. The product is CN(C1(CCC(CC1)C=1NC2=CC=CC=C2C1CCCCO)C1=CC=CC=C1)C (4-[2-(4-Dimethylamino-4-phenylcyclohexyl)-1H-indol-3-yl]butan-1-ol). Reaction SMILES: [CH3:1][N:2]([CH3:29])[C:3]1([C:23]2[CH:28]=[CH:27][CH:26]=[CH:25][CH:24]=2)[CH2:8][CH2:7][C:6]([C:9]2[NH:10][C:11]3[C:16]([C:17]=2[CH2:18][CH2:19][CH2:20][CH2:21][OH:22])=[CH:15][CH:14]=[CH:13][CH:12]=3)=[CH:5][CH2:4]1>Br.CCO>[CH3:29][N:2]([CH3:1])[C:3]1([C:23]2[CH:28]=[CH:27][CH:26]=[CH:25][CH:24]=2)[CH2:8][CH2:7][CH:6]([C:9]2[NH:10][C:11]3[C:16]([C:17]=2[CH2:18][CH2:19][CH2:20][CH2:21][OH:22])=[CH:15][CH:14]=[CH:13][CH:12]=3)[CH2:5][CH2:4]1. Procedure: (±)-4-[2-(4-Dimethylamino-4-phenylcyclohex-1-enyl)-1H-indol-3-yl]butan-1-ol (600 mg, 1.54 mmol) was dissolved in HBr/glacial acetic acid (33% HBr, 10 ml). Sn powder (1.81 g, 15.4 mmol) was then added to the mixture in portions at RT in the course of 2 h. When the addition had ended, the reaction mixture was stirred at RT for a further 16 h. For working up, the mixture was diluted with EtOH (10 ml) and concentrated to dryness on a rotary evaporator. The residue which remained was rendered basic b... Reactants: NC1CCN(CC1)CCCC(=O)C1=CC=CC=C1 (4-amino-1-(4-phenyl-4-oxobutyl)piperidine), C1(CCCCC1)S(=O)(=O)Cl (cyclohexanesulphonyl chloride). Yields the product C1(CCCCC1)S(=O)(=O)NC1CCN(CC1)CCCC(=O)C1=CC=CC=C1 (4-Cyclohexanesulphonamido-1-(4-phenyl-4-oxobutyl)piperidine). As a reaction SMILES: [NH2:1][CH:2]1[CH2:7][CH2:6][N:5]([CH2:8][CH2:9][CH2:10][C:11]([C:13]2[CH:18]=[CH:17][CH:16]=[CH:15][CH:14]=2)=[O:12])[CH2:4][CH2:3]1.[CH:19]1([S:25](Cl)(=[O:27])=[O:26])[CH2:24][CH2:23][CH2:22][CH2:21][CH2:20]1>>[CH:19]1([S:25]([NH:1][CH:2]2[CH2:7][CH2:6][N:5]([CH2:8][CH2:9][CH2:10][C:11]([C:13]3[CH:14]=[CH:15][CH:16]=[CH:17][CH:18]=3)=[O:12])[CH2:4][CH2:3]2)(=[O:27])=[O:26])[CH2:24][CH2:23][CH2:22][CH2:21][CH2:20]1. Reported procedure: Using an analogous procedure to Example 2 4-amino-1-(4-phenyl-4-oxobutyl)piperidine may be reacted with cyclohexanesulphonyl chloride to give the title compound.